Dataset: the Open Reaction Database (ORD), a public repository of structured organic reaction records. Task: describe an organic reaction: reactants, conditions, products, and yield Reactants: Cl (hydrochloric acid), NC1=C(C=CC(=C1)N)OC (2,4-diaminoanisole), C(C)(=O)OC(C)=O (acetic anhydride), 213, [N+](=O)([O-])C1=C(C=CC(=C1)[N+](=O)[O-])Cl (2,4-dinitrochlorobenzene), [OH-].[Na+] (sodium hydroxide), COC1=CC=C(C=C1N)NC(C)=O (6-methoxy-3-acetylamino-aniline), C(C)(=O)NC1=C(C=CC(=C1)NC(C)=O)OC (2,4-bis-acetylaminoanisole), [O-2].[Mg+2] (magnesium oxide), 22. Solvent: CO (methanol). The product is Cl.COC1=CC=C(C=C1N)NC(C)=O (6-methoxy-3-acetylamino-aniline hydrochloride). Isolated yield 100.0%. As a reaction SMILES: Cl.[N+](C1C=C([N+]([O-])=O)C=CC=1[Cl:14])([O-])=O.[OH-].[Na+].C(OC(=O)C)(=O)C.[O-2].[Mg+2].[CH3:26][O:27][C:28]1[C:33]([NH2:34])=[CH:32][C:31]([NH:35][C:36](=[O:38])[CH3:37])=[CH:30][CH:29]=1.C(NC1C=C(NC(=O)C)C=CC=1OC)(=O)C.NC1C=C(N)C=CC=1OC>CO>[ClH:14].[CH3:26][O:27][C:28]1[C:33]([NH2:34])=[CH:32][C:31]([NH:35][C:36](=[O:38])[CH3:37])=[CH:30][CH:29]=1 |f:2.3,5.6,11.12|. Reported procedure: 197 parts of 37% strength hydrochloric acid are added dropwise, at 20°-25° C. in the course of 30 minutes, with stirring, to a dark solution, obtained according to Example 1 of European Pat. No. 0,011,048 by reaction of 213 parts of 2,4-dinitrochlorobenzene with 42 parts of sodium hydroxide in 632 parts of methanol, subsequent hydrogenation on Pd/charcoal at 60° C. and then acetylation with 98 parts of acetic anhydride in the presence of 22 parts of magnesium oxide at 0°-5° C., of 6-methoxy-3-ac... Reactants: FC(F)(F)C(F)(Br)Br, [Li]C(C)(C)C, FC(F)(F)Oc1ccc(OC2CC2)cc1, C1CCOC1. Product: FC(F)(F)Oc1ccc(OC2CC2Br)cc1. Reaction SMILES: [Br:21][C:22]([Br:23])([F:24])[C:25]([F:26])([F:27])[F:28].[C:16]([Li:17])([CH3:18])([CH3:19])[CH3:20].[F:1][C:2]([O:3][c:4]1[cH:5][cH:6][c:7]([O:10][CH:11]2[CH2:12][CH2:13]2)[cH:8][cH:9]1)([F:14])[F:15].[O:29]1[CH2:30][CH2:31][CH2:32][CH2:33]1>>[F:1][C:2]([O:3][c:4]1[cH:5][cH:6][c:7]([O:10][CH:11]2[CH2:12][CH:13]2[Br:21])[cH:8][cH:9]1)([F:14])[F:15].